Dataset: the Open Reaction Database (ORD), a public repository of structured organic reaction records. Task: describe an organic reaction: reactants, conditions, products, and yield Starting materials: C(C)(C)N (i-propylamine), CC(=O)C (aceton), [SH2]=N.C1(=CC=CC=C1)NC(=O)C1=C(C(=O)O)C=CC=C1 (phenylcarbamoyl-benzoic acid sulfimide), CC(=O)C (acetone). Solvent: O (water). The product is C1(=CC=CC=C1)NC(=O)NC(C)C (1-phenyl-3-i-propylurea). Isolated yield 81.4%. As a reaction SMILES: [CH:1]([NH2:4])([CH3:3])[CH3:2].CC(C)=O.[SH2]=N.[C:11]1([NH:17][C:18](C2C=CC=CC=2C(O)=O)=[O:19])[CH:16]=[CH:15][CH:14]=[CH:13][CH:12]=1>O>[C:11]1([NH:17][C:18]([NH:4][CH:1]([CH3:3])[CH3:2])=[O:19])[CH:12]=[CH:13][CH:14]=[CH:15][CH:16]=1 |f:2.3|. Procedure: A solution of 0.75 g i-propylamine with 5 ml aceton was added dropwise to a suspension of 1,5 g phenylcarbamoyl-benzoic acid sulfimide with 10 ml acetone, under stirring. The reaction mixture was stirred for 30 minutes at ambient temperature, then diluted with 50 ml water and cooled. The 0.75 g crystalline 1-phenyl-3-i-propylurea was isolated by filtration (melting point: 158°-160° C.). Starting materials: CC(Cl)c1cccnc1, CC1(c2cccc(Cl)c2C(=O)O)CC1. The reagents and catalysts are O=C([O-])[O-].[Cs+].[Cs+] (cesium carbonate), [I-].[K+] (potassium iodide). The solvent is CN(C)C=O (DMF), CN(C)C=O (dmf), CN(C)C=O (DMF). Reaction conditions: temperature 70 celsius, time 16 hour. Yields the product CC(OC(=O)c1c(Cl)cccc1C1(C)CC1)c1cccnc1. Reactants: C(CCC)[Li] (n-butyllithium), CN(C=O)C (N,N-dimethylformamide), C(CCC)[Mg]Cl (n-Butylmagnesium chloride), BrC1=C(C=C(C=C1)Br)F (1,4-dibromo-2-fluorobenzene). Solvent: CCCCCC (hexane), C1(=CC=CC=C1)C (toluene), C(C)(=O)O (acetic acid), O1CCCC1 (tetrahydrofuran). Run at temperature 0 celsius, time 15 minute. Yields the product BrC1=CC(=C(C=O)C=C1)F (4-bromo-2-fluorobenzaldehyde). The yield is 82.1%. RXN SMILES: C([Mg]Cl)CCC.C([Li])CCC.Br[C:13]1[CH:18]=[CH:17][C:16]([Br:19])=[CH:15][C:14]=1[F:20].CN(C)[CH:23]=[O:24]>O1CCCC1.CCCCCC.C(O)(=O)C.C1(C)C=CC=CC=1>[Br:19][C:16]1[CH:17]=[CH:18][C:13]([CH:23]=[O:24])=[C:14]([F:20])[CH:15]=1. Procedure: n-Butylmagnesium chloride (3.49 mmol) in 2.05M tetrahydrofuran solution (1.70 mL) was added to ice-cooled n-butyllithium (8.06 mmol) in 1.45M hexane (4.85 mL). The mixture was stirred at 0° C. for 15 minutes to give a suspension. To the suspension was added dropwise a toluene solution (25 mL) containing ice-cooled 1,4-dibromo-2-fluorobenzene (2.54 g, 10.0 mmol) over a period of 10 minutes, while keeping the temperature below 5° C. The resultant yellowish suspension was stirred at 0° C. for one h... The reactants are FC1=C(C=CC(=C1)F)C=1N=NN(N1)C1CC(NC1)C(=O)N1CCN(CC1)C1=C(C#N)C=CC=C1 (2-(4-{4-[5-(2,4-difluoro-phenyl)-tetrazol-2-yl]-pyrrolidine-2-carbonyl}-piperazin-1-yl)-benzonitrile), ClC=1C=C(C=O)C=CC1 (3-chloro-benzaldehyde). Yields the product ClC=1C=C(CN2[C@@H](C[C@@H](C2)N2N=C(N=N2)C2=C(C=C(C=C2)F)F)C(=O)N2CCN(CC2)C2=C(C#N)C=CC=C2)C=CC1 (2-(4-{(2S,4S)-1-(3-Chloro-benzyl)-4-[5-(2,4-difluoro-phenyl)-tetrazol-2-yl]-pyrrolidine-2-carbonyl}-piperazin-1-yl)-benzonitrile). The yield is 10.1%. As a reaction SMILES: [F:1][C:2]1[CH:7]=[C:6]([F:8])[CH:5]=[CH:4][C:3]=1[C:9]1[N:10]=[N:11][N:12]([CH:14]2[CH2:18][NH:17][CH:16]([C:19]([N:21]3[CH2:26][CH2:25][N:24]([C:27]4[CH:34]=[CH:33][CH:32]=[CH:31][C:28]=4[C:29]#[N:30])[CH2:23][CH2:22]3)=[O:20])[CH2:15]2)[N:13]=1.[Cl:35][C:36]1[CH:37]=[C:38]([CH:41]=[CH:42][CH:43]=1)[CH:39]=O>>[Cl:35][C:36]1[CH:37]=[C:38]([CH:41]=[CH:42][CH:43]=1)[CH2:39][N:17]1[CH2:18][C@@H:14]([N:12]2[N:11]=[N:10][C:9]([C:3]3[CH:4]=[CH:5][C:6]([F:8])=[CH:7][C:2]=3[F:1])=[N:13]2)[CH2:15][C@H:16]1[C:19]([N:21]1[CH2:22][CH2:23][N:24]([C:27]2[CH:34]=[CH:33][CH:32]=[CH:31][C:28]=2[C:29]#[N:30])[CH2:25][CH2:26]1)=[O:20]. Reported procedure: As described for Example 1e, 2-(4-{4-[5-(2,4-difluoro-phenyl)-tetrazol-2-yl]-pyrrolidine-2-carbonyl}-piperazin-1-yl)-benzonitrile (60 mg, 0.13 mmol) was converted, using 3-chloro-benzaldehyde (20 mg, 0.14 mmol) instead of benzaldehyde, to the title compound (7.7 mg, 10%) as light yellow oil. MS m/e=589.1 (75%); 591.1 (25%) [M+H]+.